Task: describe an organic reaction: reactants, conditions, products, and yield. Dataset: the Open Reaction Database (ORD), a public repository of structured organic reaction records The reactants are [OH-].[Na+] (Sodium hydroxide), C/C(/C(=O)OCC)=C\CCCCC1=CC=CC=C1 ((E)-ethyl 2-methyl-7-phenyl-hept-2-enoate). Solvent: CO (MeOH), O (water). Conditions: temperature 23 celsius, time 2 hour. Product: C/C(/C(=O)O)=C\CCCCC1=CC=CC=C1 ((E)-2-Methyl-7-phenyl-hept-2-enoic acid). Isolated yield 64.1%. As a reaction SMILES: [OH-].[Na+].[CH3:3]/[C:4](=[CH:10]\[CH2:11][CH2:12][CH2:13][CH2:14][C:15]1[CH:20]=[CH:19][CH:18]=[CH:17][CH:16]=1)/[C:5]([O:7]CC)=[O:6]>CO.O>[CH3:3]/[C:4](=[CH:10]\[CH2:11][CH2:12][CH2:13][CH2:14][C:15]1[CH:16]=[CH:17][CH:18]=[CH:19][CH:20]=1)/[C:5]([OH:7])=[O:6] |f:0.1|. Procedure details: Sodium hydroxide (1.4 g, 35 mmol) is added to a solution of (E)-ethyl 2-methyl-7-phenyl-hept-2-enoate (8.6 g, 35 mmol) in MeOH (40 mL) and water (2 mL) at 0° C. The reaction is stirred at 23° C. for 2 hours and then heated at 50° C. for 24 hours. After cooling, the reaction is concentrated in vacuo and partitioned between 2N HCl (15 mL) and CH2Cl2 (60 mL). The aqueous layer is back-extracted with CH2Cl2 (2×30 mL) and the organic layers are combined and dried (MgSO4). The solution is concentrated... Starting materials: [Si](C)(C)(C(C)(C)C)O[C@H]1C[C@H](C1)C=O (cis-3-(tert-butyldimethylsilanyloxy)-cyclobutanecarbaldehyde), CC(C)(C)S(=O)N (2-methylpropane-2-sulfinamide). The reagents and catalysts are [O-]S(=O)(=O)[O-].[Cu+2] (CuSO4). The solvent is C(Cl)Cl (CH2Cl2). Reaction conditions: time 8 hour. Product: [Si](C)(C)(C(C)(C)C)O[C@H]1C[C@H](C1)\C=N\S(=O)C(C)(C)C (2-methyl-propane-2-sulfinic acid 1-[cis-3-(tert-butyldimethylsilanyloxy)-cyclobutyl]-meth-(E)-ylideneamide). Isolated yield 48.1%. RXN SMILES: [Si:1]([O:8][C@@H:9]1[CH2:12][C@H:11]([CH:13]=O)[CH2:10]1)([C:4]([CH3:7])([CH3:6])[CH3:5])([CH3:3])[CH3:2].[CH3:15][C:16]([S:19]([NH2:21])=[O:20])([CH3:18])[CH3:17]>C(Cl)Cl.[O-]S([O-])(=O)=O.[Cu+2]>[Si:1]([O:8][C@@H:9]1[CH2:12][C@H:11](/[CH:13]=[N:21]/[S:19]([C:16]([CH3:18])([CH3:17])[CH3:15])=[O:20])[CH2:10]1)([C:4]([CH3:7])([CH3:6])[CH3:5])([CH3:3])[CH3:2] |f:3.4|. Reported procedure: To a solution of cis-3-(tert-butyldimethylsilanyloxy)-cyclobutanecarbaldehyde (crude from step 3, 900 mg, 4.2 mmol) and 2-methylpropane-2-sulfinamide (509 mg, 4.2 mmol) in dry CH2Cl2 (10 mL) was added anhydrous CuSO4 (1.47 g, 9.24 mmol). The heterogeneous reaction mixture was stirred at room temperature overnight then filtered over Celite, rinsing with CH2Cl2. The filtrate was absorbed onto SiO2 and purified via chromatography with 0% to 20% EtOAc/hexanes to isolate 642 mg (48%) of 2-methyl-prop... The reactants are ClC=1C=CC2=C(C(S(CCC(N2)=O)(=O)=O)C2=C(C=CC=C2)F)C1 (8-chloro-6-(2-fluorophenyl)-1,3,4,6-tetrahydro-2-oxo-2H-5,1-benzothiazocine 5,5-dioxide), COC1=CC=C(C=C1)S1(SP(P1)(C1=CC=C(C=C1)OC)=S)=S (2,4-bis-(4-methoxyphenyl)-1,2,3,4-dithiadiphosphetane-2,4-disulphide), O (water). Solvent: CN(P(N(C)C)(N(C)C)=O)C (hexamethylphosphoric acid triamide). Yields the product ClC=1C=CC2=C(C(S(CCC(N2)=S)(=O)=O)C2=C(C=CC=C2)F)C1 (8-chloro-6-(2-fluorophenyl)-1,3,4,6-tetrahydro-2-thiono-2H-5,1-benzothiazocine 5,5-dioxide). As a reaction SMILES: [Cl:1][C:2]1[CH:3]=[CH:4][C:5]2[NH:12][C:11](=O)[CH2:10][CH2:9][S:8](=[O:15])(=[O:14])[CH:7]([C:16]3[CH:21]=[CH:20][CH:19]=[CH:18][C:17]=3[F:22])[C:6]=2[CH:23]=1.COC1C=CC([SH:32]2(=S)PP(=S)(C3C=CC(OC)=CC=3)S2)=CC=1.O>CN(C)P(=O)(N(C)C)N(C)C>[Cl:1][C:2]1[CH:3]=[CH:4][C:5]2[NH:12][C:11](=[S:32])[CH2:10][CH2:9][S:8](=[O:15])(=[O:14])[CH:7]([C:16]3[CH:21]=[CH:20][CH:19]=[CH:18][C:17]=3[F:22])[C:6]=2[CH:23]=1. Reported procedure: A solution of 13.4 g of 8-chloro-6-(2-fluorophenyl)-1,3,4,6-tetrahydro-2-oxo-2H-5,1-benzothiazocine 5,5-dioxide in 380 ml of hexamethylphosphoric acid triamide is treated with 7.7 g of 2,4-bis-(4-methoxyphenyl)-1,2,3,4-dithiadiphosphetane-2,4-disulphide, the mixture is heated to 100° for 2 hours, again cooled to room temperature and then poured into 8.3 l of water. The mixture is extracted twice with ethyl acetate and the organic extracts are washed with water and with saturated sodium chloride ... Starting materials: CC(C)(C)OC(=O)N1CCNCC1, O=C(NCCC1CC1)c1ccc(Cl)nn1. Yields the product CC(C)(C)OC(=O)N1CCN(c2ccc(C(=O)NCCC3CC3)nn2)CC1. Reaction SMILES: [C:16]([CH3:17])([CH3:18])([CH3:19])[O:20][C:21](=[O:22])[N:23]1[CH2:24][CH2:25][NH:26][CH2:27][CH2:28]1.[CH:1]1([CH2:4][CH2:5][NH:6][C:7](=[O:8])[c:9]2[n:10][n:11][c:12]([Cl:15])[cH:13][cH:14]2)[CH2:2][CH2:3]1>>[CH:1]1([CH2:4][CH2:5][NH:6][C:7](=[O:8])[c:9]2[n:10][n:11][c:12]([N:26]3[CH2:25][CH2:24][N:23]([C:21]([O:20][C:16]([CH3:17])([CH3:18])[CH3:19])=[O:22])[CH2:28][CH2:27]3)[cH:13][cH:14]2)[CH2:2][CH2:3]1. Starting materials: CC(=O)O[BH-](OC(C)=O)OC(C)=O, CN(C)C(=O)C1CN2CCC1C(=O)C2C(c1ccccc1)c1ccccc1, COc1ccc(OC)c(CN)c1, Cc1ccccc1, CC(=O)O, [Na+], O. The product is COc1ccc(OC)c(CNC2C3CCN(CC3C(=O)N(C)C)C2C(c2ccccc2)c2ccccc2)c1. As a reaction SMILES: [C:41]([O:42][BH-:43]([O:44][C:45](=[O:46])[CH3:47])[O:48][C:49](=[O:50])[CH3:51])(=[O:52])[CH3:53].[CH3:1][N:2]([C:3](=[O:4])[CH:5]1[CH2:6][N:7]2[CH:8]([CH:14]([c:15]3[cH:16][cH:17][cH:18][cH:19][cH:20]3)[c:21]3[cH:22][cH:23][cH:24][cH:25][cH:26]3)[C:9](=[O:13])[CH:10]1[CH2:11][CH2:12]2)[CH3:27].[CH3:28][O:29][c:30]1[c:31]([CH2:32][NH2:33])[cH:34][c:35]([O:38][CH3:39])[cH:36][cH:37]1.[CH3:55][c:56]1[cH:57][cH:58][cH:59][cH:60][cH:61]1.[CH3:62][C:63](=[O:64])[OH:65].[Na+:54].[OH2:40]>>[CH3:1][N:2]([C:3](=[O:4])[CH:5]1[CH2:6][N:7]2[CH:8]([CH:14]([c:15]3[cH:16][cH:17][cH:18][cH:19][cH:20]3)[c:21]3[cH:22][cH:23][cH:24][cH:25][cH:26]3)[CH:9]([NH:33][CH2:32][c:31]3[c:30]([O:29][CH3:28])[cH:37][cH:36][c:35]([O:38][CH3:39])[cH:34]3)[CH:10]1[CH2:11][CH2:12]2)[CH3:27]. Starting materials: N1CCC(CC1)NC(OC(C)(C)C)=O (tert-butyl piperidin-4-ylcarbamate), ClC=1C=C(OCC(=O)O)C=C(C1)Cl (2-(3,5-dichlorophenoxy)acetic acid), CN1CCOCC1 (NMM), CCN=C=NCCCN(C)C.Cl (EDC.HCl). The solvent is CN(C)C=O (DMF), C(Cl)Cl (DCM). Reaction conditions: time 5 hour. Product: C(C)(C)(C)OC(NC1CCN(CC1)C(COC1=CC(=CC(=C1)Cl)Cl)=O)=O (Tert-butyl(1-(2-(3,5-dichlorophenoxy)acetyl)piperidin-4-yl)carbamate). RXN SMILES: [NH:1]1[CH2:6][CH2:5][CH:4]([NH:7][C:8](=[O:14])[O:9][C:10]([CH3:13])([CH3:12])[CH3:11])[CH2:3][CH2:2]1.[Cl:15][C:16]1[CH:17]=[C:18]([CH:24]=[C:25]([Cl:27])[CH:26]=1)[O:19][CH2:20][C:21](O)=[O:22].CN1CCOCC1.CCN=C=NCCCN(C)C.Cl>CN(C=O)C.C(Cl)Cl>[C:10]([O:9][C:8](=[O:14])[NH:7][CH:4]1[CH2:3][CH2:2][N:1]([C:21](=[O:22])[CH2:20][O:19][C:18]2[CH:17]=[C:16]([Cl:15])[CH:26]=[C:25]([Cl:27])[CH:24]=2)[CH2:6][CH2:5]1)([CH3:11])([CH3:13])[CH3:12] |f:3.4|. Procedure details: To a stirred solution of tert-butyl piperidin-4-ylcarbamate (300 mg, 1.498 mmol) and 2-(3,5-dichlorophenoxy)acetic acid 331 mg, 1.498 mmol) in DMF (5 mL) at RT was added NMM (0.329 mL, 3.00 mmol) and EDC.HCl (287 mg, 1.498 mmol). The reaction mixture was stirred for 5 hours, diluted with DCM and washed with a saturated solution of sodium bicarbonate, brine, dried over MgSO4, filtered and concentrated under reduced pressure. Purification was carried out by chromatography on silica using 0-50% EtO...